This data is from the Open Reaction Database (ORD), a public repository of structured organic reaction records. The task is: describe an organic reaction: reactants, conditions, products, and yield Starting materials: N([C@@H](CC(C)C)C(=O)N1[C@H](C(=O)OCC2=CC=CC=C2)CCC1)C(=O)OC(C)(C)C (Boc-Leu-Pro-OBn), Cl (hydrogen chloride), CCOC(=O)C (EtOAc). Run in O1CCOCC1 (dioxane). Reaction conditions: time 5 hour. Product: N[C@@H](CC(C)C)C(=O)N1[C@H](C(=O)OCC2=CC=CC=C2)CCC1 (Leu-Pro-OBn). As a reaction SMILES: [NH:1](C(OC(C)(C)C)=O)[C@H:2]([C:7]([N:9]1[CH2:23][CH2:22][CH2:21][C@H:10]1[C:11]([O:13][CH2:14][C:15]1[CH:20]=[CH:19][CH:18]=[CH:17][CH:16]=1)=[O:12])=[O:8])[CH2:3][CH:4]([CH3:6])[CH3:5].Cl.CCOC(C)=O>O1CCOCC1>[NH2:1][C@H:2]([C:7]([N:9]1[CH2:23][CH2:22][CH2:21][C@H:10]1[C:11]([O:13][CH2:14][C:15]1[CH:16]=[CH:17][CH:18]=[CH:19][CH:20]=1)=[O:12])=[O:8])[CH2:3][CH:4]([CH3:5])[CH3:6]. Procedure details: To a flask containing Boc-Leu-Pro-OBn (113.8 g, 272 mmol) a solution of hydrogen chloride in dioxane (209 ml, 5.3 N) was added and the stirring was continued for 5 h or until total conversion by TLC (disappearance of starting material; Rf=0.47 (hex-EtOAc 2:1, silica). The solution was concentrated under reduced pressure and the resulting oil was chased with CHCl3 (3×50 ml), CHCl3-MTBE (30 ml-50 ml), MTBE (50 ml) and hex (50 ml). The residue was dried under vacuum (16 h) to remove residual HCl, t...